Dataset: the Open Reaction Database (ORD), a public repository of structured organic reaction records. Task: describe an organic reaction: reactants, conditions, products, and yield The reactants are BrCC(C)C (1-bromo-2-methylpropane), C(=O)([O-])[O-].[K+].[K+] (K2CO3), BrCC(C)C (1-bromo-2-methylpropane), C1(=CC=CC=C1)CCC=1NC2=C(N1)C=CC=C2 (2-(2-Phenylethyl)benzimidazole), C(=O)([O-])[O-].[K+].[K+] (K2CO3), BrCC(C)C (1-bromo-2-methylpropane). Run in CN(C)C=O (DMF). Conditions: temperature 90 celsius. Yields the product C(C(C)C)N1C(=NC2=C1C=CC=C2)CCC2=CC=CC=C2 (1-Isobutyl-2-(2-phenylethyl)-1H-benzimidazole). The yield is 63.9%. As a reaction SMILES: [C:1]1([CH2:7][CH2:8][C:9]2[NH:10][C:11]3[CH:17]=[CH:16][CH:15]=[CH:14][C:12]=3[N:13]=2)[CH:6]=[CH:5][CH:4]=[CH:3][CH:2]=1.C([O-])([O-])=O.[K+].[K+].Br[CH2:25][CH:26]([CH3:28])[CH3:27]>CN(C=O)C>[CH2:25]([N:13]1[C:12]2[CH:14]=[CH:15][CH:16]=[CH:17][C:11]=2[N:10]=[C:9]1[CH2:8][CH2:7][C:1]1[CH:2]=[CH:3][CH:4]=[CH:5][CH:6]=1)[CH:26]([CH3:28])[CH3:27] |f:1.2.3|. Procedure: A 100 mL flask fitted with a stir-bar and septum with an Ar inlet was charged with benzimidazole 67 (2.00 g, 9.00 mmol) and K2CO3 (2.49 g, 18.0 mmol). DMF (25 mL) was added followed by 1-bromo-2-methylpropane (1.84 g, 1.47 mL, 13.5 mmol), and the mixture was heated in a 90° C. bath overnight. Another 1 mL of 1-bromo-2-methylpropane was added and the mixture was heated overnight again. Another addition of 1 mL of 1-bromo-2-methylpropane and 1 g K2CO3 was executed, and the mixture was heated overn...